From a dataset of the Open Reaction Database (ORD), a public repository of structured organic reaction records. describe an organic reaction: reactants, conditions, products, and yield The reactants are Cc1cc([N+](=O)[O-])ccc1Br, CO. Product: Cc1cc(N)ccc1Br. RXN SMILES: [Br:1][c:2]1[c:3]([CH3:11])[cH:4][c:5]([N+:8]([O-:9])=[O:10])[cH:6][cH:7]1.[CH3:12][OH:13]>>[Br:1][c:2]1[c:3]([CH3:11])[cH:4][c:5]([NH2:8])[cH:6][cH:7]1. Reactants: CC(=O)O, O, C(=Cc1ccccc1)COCC1CCc2c(ncn2C(c2ccccc2)(c2ccccc2)c2ccccc2)C1, C(=Cc1ccccc1)COCC1CCc2ncn(C(c3ccccc3)(c3ccccc3)c3ccccc3)c2C1. Product: C(=Cc1ccccc1)COCC1CCc2[nH]cnc2C1. As a reaction SMILES: [CH3:79][C:80](=[O:81])[OH:82].[OH2:83].[c:1]1([CH:7]=[CH:8][CH2:9][O:10][CH2:11][CH:12]2[CH2:13][c:14]3[c:15]([n:16]([C:19]([c:20]4[cH:21][cH:22][cH:23][cH:24][cH:25]4)([c:26]4[cH:27][cH:28][cH:29][cH:30][cH:31]4)[c:32]4[cH:33][cH:34][cH:35][cH:36][cH:37]4)[cH:17][n:18]3)[CH2:38][CH2:39]2)[cH:2][cH:3][cH:4][cH:5][cH:6]1.[c:40]1([CH:41]=[CH:42][CH2:43][O:44][CH2:45][CH:46]2[CH2:47][CH2:48][c:49]3[n:50][cH:51][n:52]([C:53]([c:54]4[cH:55][cH:56][cH:57][cH:58][cH:59]4)([c:60]4[cH:61][cH:62][cH:63][cH:64][cH:65]4)[c:66]4[cH:67][cH:68][cH:69][cH:70][cH:71]4)[c:72]3[CH2:73]2)[cH:74][cH:75][cH:76][cH:77][cH:78]1>>[c:1]1([CH:7]=[CH:8][CH2:9][O:10][CH2:11][CH:12]2[CH2:13][c:14]3[c:15]([nH:16][cH:17][n:18]3)[CH2:38][CH2:39]2)[cH:2][cH:3][cH:4][cH:5][cH:6]1.